From a dataset of the Open Reaction Database (ORD), a public repository of structured organic reaction records. describe an organic reaction: reactants, conditions, products, and yield The reactants are ClCCl, CCO, CCCCCCCCCCCCCCOc1ccc(C(=O)OC)cc1, CO, Cl, [K+], [OH-], O. Product: CCCCCCCCCCCCCCOc1ccc(C(=O)O)cc1. RXN SMILES: [CH2:29]([Cl:30])[Cl:31].[CH2:35]([OH:36])[CH3:37].[CH3:1][O:2][C:3]([c:4]1[cH:5][cH:6][c:7]([O:10][CH2:11][CH2:12][CH2:13][CH2:14][CH2:15][CH2:16][CH2:17][CH2:18][CH2:19][CH2:20][CH2:21][CH2:22][CH2:23][CH3:24])[cH:8][cH:9]1)=[O:25].[CH3:33][OH:34].[ClH:28].[K+:27].[OH-:26].[OH2:32]>>[O:2]=[C:3]([c:4]1[cH:5][cH:6][c:7]([O:10][CH2:11][CH2:12][CH2:13][CH2:14][CH2:15][CH2:16][CH2:17][CH2:18][CH2:19][CH2:20][CH2:21][CH2:22][CH2:23][CH3:24])[cH:8][cH:9]1)[OH:25]. Yields the product C(C)OC(C=CC1=NC=C(C=C1)[N+](=O)[O-])=O (3-(5-Nitro-pyrid-2-yl)propenoic acid ethyl ester). Reported procedure: A mixture of 5-nitro-2-pyridinecarbaldehyde (2.85 g prepared according the procedure described in J. Med. Chem. 1992, 35, 3675) and (carbethoxymethylene)triphenylphosphorane (6.0 g) in dry toluene (120 ml) under nitrogen was stirred and heated at reflux for 6 hours. After standing at room temperature overnight the reaction mixture was evaporated. The residue was subjected to flash chromatography on silica gel eluting with dichloromethane to give the title compound (0.8 g) as a yellow solid. Reaction conditions: time 8 hour. Starting materials: [N+](=O)([O-])C=1C=CC(=NC1)C=O (5-nitro-2-pyridinecarbaldehyde), C(=O)(OCC)C=P(C1=CC=CC=C1)(C1=CC=CC=C1)C1=CC=CC=C1 ((carbethoxymethylene)triphenylphosphorane). RXN SMILES: [N+:1]([C:4]1[CH:5]=[CH:6][C:7]([CH:10]=O)=[N:8][CH:9]=1)([O-:3])=[O:2].[C:12]([CH:17]=P(C1C=CC=CC=1)(C1C=CC=CC=1)C1C=CC=CC=1)([O:14][CH2:15][CH3:16])=[O:13]>C1(C)C=CC=CC=1>[CH2:15]([O:14][C:12](=[O:13])[CH:17]=[CH:10][C:7]1[CH:6]=[CH:5][C:4]([N+:1]([O-:3])=[O:2])=[CH:9][N:8]=1)[CH3:16]. Run in C1(=CC=CC=C1)C (toluene). Reactants: C([O-])([O-])=O.[K+].[K+] (Potassium carbonate), C(C)(=O)OC1=C(C=CC=C1C)C1CC1 (2-cyclopropyl-6-methylphenyl acetate), O (water). Run in CO (methanol). Reaction conditions: time 75 minute. The product is C1(CC1)C1=C(C(=CC=C1)C)O (2-cyclopropyl-6-methylphenol). The yield is 67.6%. Reaction SMILES: C([O:4][C:5]1[C:10]([CH3:11])=[CH:9][CH:8]=[CH:7][C:6]=1[CH:12]1[CH2:14][CH2:13]1)(=O)C.C(=O)([O-])[O-].[K+].[K+].O>CO>[CH:12]1([C:6]2[CH:7]=[CH:8][CH:9]=[C:10]([CH3:11])[C:5]=2[OH:4])[CH2:14][CH2:13]1 |f:1.2.3|. Reported procedure: A 500 ml three-necked round-bottomed flask was equipped with a magnetic stirrer bar, a thermometer and a drying tube. A solution of 2-cyclopropyl-6-methylphenyl acetate (18.3 g, 96.2 mmol) in methanol (100 ml) was added thereto. Potassium carbonate (26.5 g, 192 mmol) was added thereto at once and the mixture was stirred at room temperature for 75 minutes. After water (300 ml) was added to the reaction mixture, the resulting mixture was concentrated by an evaporator to remove most of methanol. Th... The reactants are O (Water), N(=[N+]=[N-])C1=CC=C(C(=O)NCCCC)C=C1 (4-Azido-N-butylbenzamide), O=C(CC(=O)OCC)CCC (ethyl 3-oxohexanoate), [O-]CC.[Na+] (sodium ethoxide). The solvent is C(C)O (ethanol), C(C)O (ethanol). Reaction conditions: time 30 minute. Yields the product C(CCC)NC(=O)C1=CC=C(C=C1)N1N=NC(=C1CCC)C(=O)O (1-{4-[(butylamino)carbonyl]phenyl}-5-propyl-1H-1,2,3-triazole-4-carboxylic acid). Yield: 77.6%. Reaction SMILES: [N:1]([C:4]1[CH:16]=[CH:15][C:7]([C:8]([NH:10][CH2:11][CH2:12][CH2:13][CH3:14])=[O:9])=[CH:6][CH:5]=1)=[N+:2]=[N-:3].O=[C:18]([CH2:25][CH2:26][CH3:27])[CH2:19][C:20]([O:22]CC)=[O:21].[O-]CC.[Na+].O>C(O)C>[CH2:11]([NH:10][C:8]([C:7]1[CH:6]=[CH:5][C:4]([N:1]2[C:18]([CH2:25][CH2:26][CH3:27])=[C:19]([C:20]([OH:22])=[O:21])[N:3]=[N:2]2)=[CH:16][CH:15]=1)=[O:9])[CH2:12][CH2:13][CH3:14] |f:2.3|. Reported procedure: 4-Azido-N-butylbenzamide (2.3 g) obtained in Example 56a) and ethyl 3-oxohexanoate (1.06 ml, 6.33 mmol, 1.25 eq.) were dissolved in ethanol (20 ml), sodium ethoxide (479 mg, 6.33 mmol, 1.25 eq.) was added, and the mixture was stirred at room temperature for 30 min, and then at 60° C. for 14 hr. Water (20 ml) was added to the reaction mixture, ethanol was evaporated, and the residue was diluted with 2% aqueous sodium carbonate solution (20 ml) and washed with ethyl acetate-hexane (2:1, 50 ml). Th... Procedure: Prepared as described in Example 105 using (1R,2S)-1-{[1-(4-fluorophenyl)-1H-indazol-5-yl]oxy}-1-[4-(trifluoromethyl)phenyl]propan-2-amine (59a, 21 mg, 50 μmol) and (R)-2-hydroxypropanoic acid (12 mg, 150 μmol). Yield 14 mg (60%). As a reaction SMILES: [F:1][C:2]1[CH:7]=[CH:6][C:5]([N:8]2[C:16]3[C:11](=[CH:12][C:13]([O:17][C@H:18]([C:22]4[CH:27]=[CH:26][C:25]([C:28]([F:31])([F:30])[F:29])=[CH:24][CH:23]=4)[C@@H:19]([NH2:21])[CH3:20])=[CH:14][CH:15]=3)[CH:10]=[N:9]2)=[CH:4][CH:3]=1.[OH:32][C@H:33]([CH3:37])[C:34](O)=[O:35]>>[F:1][C:2]1[CH:7]=[CH:6][C:5]([N:8]2[C:16]3[C:11](=[CH:12][C:13]([O:17][C@H:18]([C:22]4[CH:27]=[CH:26][C:25]([C:28]([F:29])([F:31])[F:30])=[CH:24][CH:23]=4)[C@@H:19]([NH:21][C:34](=[O:35])[C@H:33]([OH:32])[CH3:37])[CH3:20])=[CH:14][CH:15]=3)[CH:10]=[N:9]2)=[CH:4][CH:3]=1. The reactants are FC1=CC=C(C=C1)N1N=CC2=CC(=CC=C12)O[C@@H]([C@H](C)N)C1=CC=C(C=C1)C(F)(F)F ((1R,2S)-1-{[1-(4-fluorophenyl)-1H-indazol-5-yl]oxy}-1-[4-(trifluoromethyl)phenyl]propan-2-amine), O[C@@H](C(=O)O)C ((R)-2-hydroxypropanoic acid). Product: FC1=CC=C(C=C1)N1N=CC2=CC(=CC=C12)O[C@@H]([C@H](C)NC([C@@H](C)O)=O)C1=CC=C(C=C1)C(F)(F)F ((2R)-N-[(1R,2S)-1-[1-(4-fluorophenyl)indazol-5-yl]oxy-1-[4-(trifluoromethyl)phenyl]propan-2-yl]-2-hydroxy-propanamide). Starting materials: CN(CCC1=NC=CC=C1)C1CCNCC1 (methyl-piperidin-4-yl-(2-pyridin-2-yl-ethyl)-amine), ClC(=O)OC1=CC=C(C=C1)OC1=NC=C(C=C1)C(F)(F)F (4-(5-trifluoromethyl-pyridin-2-yloxy)-phenyl chloroformate), C(C)(C)NC(C)C (diisopropylamine). The product is FC(C=1C=CC(=NC1)OC1=CC=C(C=C1)OC(=O)N1CCC(CC1)N(CCC1=NC=CC=C1)C)(F)F (4-[Methyl-(2-pyridin-2-yl-ethyl)-amino]-piperidine-1-carboxylic acid 4-(5-trifluoromethyl-pyridin-2-yloxy)-phenyl ester). RXN SMILES: [CH3:1][N:2]([CH:11]1[CH2:16][CH2:15][NH:14][CH2:13][CH2:12]1)[CH2:3][CH2:4][C:5]1[CH:10]=[CH:9][CH:8]=[CH:7][N:6]=1.Cl[C:18]([O:20][C:21]1[CH:26]=[CH:25][C:24]([O:27][C:28]2[CH:33]=[CH:32][C:31]([C:34]([F:37])([F:36])[F:35])=[CH:30][N:29]=2)=[CH:23][CH:22]=1)=[O:19].C(NC(C)C)(C)C>>[F:36][C:34]([F:35])([F:37])[C:31]1[CH:32]=[CH:33][C:28]([O:27][C:24]2[CH:25]=[CH:26][C:21]([O:20][C:18]([N:14]3[CH2:15][CH2:16][CH:11]([N:2]([CH3:1])[CH2:3][CH2:4][C:5]4[CH:10]=[CH:9][CH:8]=[CH:7][N:6]=4)[CH2:12][CH2:13]3)=[O:19])=[CH:22][CH:23]=2)=[N:29][CH:30]=1. Procedure: The title product was prepared from methyl-piperidin-4-yl-(2-pyridin-2-yl-ethyl)-amine and 4-(5-trifluoromethyl-pyridin-2-yloxy)-phenyl chloroformate, 5 equivalent of diisopropylamine was added, preparative HPLC (method C) (48%, colourless oil). HPLC-MS m/z=501.1 (M+1), Rt: 2.77 min. Reactants: C1CCOC1, CO, CNc1nc(OCCF)c(C(=O)NC2CCC(C(F)(F)F)CC2)cc1[N+](=O)[O-]. Yields the product CNc1nc(OCCF)c(C(=O)NC2CCC(C(F)(F)F)CC2)cc1N. Reaction SMILES: [CH2:31]1[O:32][CH2:33][CH2:34][CH2:35]1.[CH3:29][OH:30].[F:1][CH2:2][CH2:3][O:4][c:5]1[c:6]([C:7](=[O:8])[NH:9][CH:10]2[CH2:11][CH2:12][CH:13]([C:16]([F:17])([F:18])[F:19])[CH2:14][CH2:15]2)[cH:20][c:21]([N+:26]([O-:27])=[O:28])[c:22]([NH:24][CH3:25])[n:23]1>>[F:1][CH2:2][CH2:3][O:4][c:5]1[c:6]([C:7](=[O:8])[NH:9][CH:10]2[CH2:11][CH2:12][CH:13]([C:16]([F:17])([F:18])[F:19])[CH2:14][CH2:15]2)[cH:20][c:21]([NH2:26])[c:22]([NH:24][CH3:25])[n:23]1.